This data is from the Open Reaction Database (ORD), a public repository of structured organic reaction records. The task is: describe an organic reaction: reactants, conditions, products, and yield Starting materials: [OH-].[Na+] (NaOH), NC1=CC=C2C3=C(C=CC=C13)C(NC2=O)=O (4-aminonaphthalene-1,8-dicarboximide), N1=CC=C(C=C1)C=O (4-pyridinecarboxaldehyde), S(O)(O)(=O)=O (sulfuric acid). The solvent is C(C)(=O)O (acetic acid). Conditions: temperature 80 celsius, time 2 hour. Yields the product N1=CC=C(C=C1)\C=N\C=1C=CC=2C(NC(C3=CC=CC1C23)=O)=O (6{[(E)-4-pyridinylmethylidene]amino}-1H-benzo[de]isoquinolin-1,3-(2H)-dione). As a reaction SMILES: [NH2:1][C:2]1[C:11]2[C:6]3=[C:7]([C:12](=[O:16])[NH:13][C:14](=[O:15])[C:5]3=[CH:4][CH:3]=1)[CH:8]=[CH:9][CH:10]=2.[N:17]1[CH:22]=[CH:21][C:20]([CH:23]=O)=[CH:19][CH:18]=1.S(=O)(=O)(O)O.[OH-].[Na+]>C(O)(=O)C>[N:17]1[CH:22]=[CH:21][C:20](/[CH:23]=[N:1]/[C:2]2[CH:3]=[CH:4][C:5]3[C:14](=[O:15])[NH:13][C:12](=[O:16])[C:7]4[C:6]=3[C:11]=2[CH:10]=[CH:9][CH:8]=4)=[CH:19][CH:18]=1 |f:3.4|. Procedure details: 3 g (14.13 mmol) of 4-aminonaphthalene-1,8-dicarboximide and 7.56 g (70.65 mmol) of 4-pyridinecarboxaldehyde in 180 mL of a 2:1 mixture of concentrated sulfuric acid and glacial acetic acid were stirred at 80° C. for 2 hours. The mixture was then poured onto ice and slowly neutralized or adjusted to a slightly alkaline pH (pH=about 8) with NaOH. The resulting precipitate was suction-filtered off, washed with copious amounts of water and then dried under vacuum. Yield: 2.28 g (54% of the theoreti... Starting materials: C(C)(C)(C)C1=NN(C(=C1)NC(=O)NC1=CC=C(C2=CC=CC=C12)OCCN1C=NC(=C1)[N+](=O)[O-])C1=CC=C(C=C1)C (1-(3-tert-butyl-1-p-tolyl-1H-pyrazol-5-yl)-3-(4-(2-(4-nitro-1H-imidazol-1-yl)ethoxy)naphthalen-1-yl)urea). Reaction SMILES: [C:1]([C:5]1[CH:9]=[C:8]([NH:10][C:11]([NH:13][C:14]2[C:23]3[C:18](=[CH:19][CH:20]=[CH:21][CH:22]=3)[C:17]([O:24][CH2:25][CH2:26][N:27]3[CH:31]=[C:30]([N+:32]([O-])=O)[N:29]=[CH:28]3)=[CH:16][CH:15]=2)=[O:12])[N:7]([C:35]2[CH:40]=[CH:39][C:38]([CH3:41])=[CH:37][CH:36]=2)[N:6]=1)([CH3:4])([CH3:3])[CH3:2]>C(Cl)Cl.CO.CC(O)=O.[H][H].[Pt]>[NH2:32][C:30]1[N:29]=[CH:28][N:27]([CH2:26][CH2:25][O:24][C:17]2[C:18]3[C:23](=[CH:22][CH:21]=[CH:20][CH:19]=3)[C:14]([NH:13][C:11]([NH:10][C:8]3[N:7]([C:35]4[CH:40]=[CH:39][C:38]([CH3:41])=[CH:37][CH:36]=4)[N:6]=[C:5]([C:1]([CH3:4])([CH3:3])[CH3:2])[CH:9]=3)=[O:12])=[CH:15][CH:16]=2)[CH:31]=1 |f:1.2.3|. Reported procedure: A solution of 1-(3-tert-butyl-1-p-tolyl-1H-pyrazol-5-yl)-3-(4-(2-(4-nitro-1H-imidazol-1-yl)ethoxy)naphthalen-1-yl)urea (30) (158 mg, 0.253 mmol) in DCM/MeOH/AcOH (1:1:2, 6.0 mL) was passed through a Thales H-cube (10% Pt/C Cat-Cart., 30 mm) at 1.0 ml·min−1 in full hydrogen mode at 50° C. The solvents were evaporated under reduced pressure to give 1-(4-(2-(4-amino-1H-imidazol-1-yl)ethoxy)naphthalen-1-yl)-3-(3-tert-butyl-1-p-tolyl-1H-pyrazol-5-yl)urea (Intermediate I) as a light brown oil (150 mg,... The solvent is C(Cl)Cl.CO.CC(=O)O (DCM MeOH AcOH), [H][H] (hydrogen). Yield: 113.2%. The reagents and catalysts are [Pt] (Pt/C). The product is NC=1N=CN(C1)CCOC1=CC=C(C2=CC=CC=C12)NC(=O)NC1=CC(=NN1C1=CC=C(C=C1)C)C(C)(C)C (1-(4-(2-(4-amino-1H-imidazol-1-yl)ethoxy)naphthalen-1-yl)-3-(3-tert-butyl-1-p-tolyl-1H-pyrazol-5-yl)urea). Reactants: O (water), Cl.CON (methoxyamine hydrochloride), CC(C)(C)NS(=O)(=O)C1=C(N(C=C1)C)C=O (N-(1,1-dimethylethyl)-2-formyl-1-methyl-1H-pyrrole-3-sulfonamide), C(C)(=O)[O-].[Na+] (sodium acetate). The solvent is CO (methanol). The product is CC(C)(C)NS(=O)(=O)C1=C(NC=C1)C=NOC (N-(1,1-Dimethylethyl)-2-[(methoxyimino)-methyl]-1H-pyrrole-3-sulfonamide). Yield: 96.2%. RXN SMILES: Cl.[CH3:2][O:3][NH2:4].C([O-])(=O)C.[Na+].[CH3:10][C:11]([NH:14][S:15]([C:18]1[CH:22]=[CH:21][N:20](C)[C:19]=1[CH:24]=O)(=[O:17])=[O:16])([CH3:13])[CH3:12].O>CO>[CH3:13][C:11]([NH:14][S:15]([C:18]1[CH:22]=[CH:21][NH:20][C:19]=1[CH:24]=[N:4][O:3][CH3:2])(=[O:17])=[O:16])([CH3:10])[CH3:12] |f:0.1,2.3|. Procedure details: To a suspension of 3.91 g (46.8 mmol) of methoxyamine hydrochloride in 60 mL of methanol was added 3.84 g (46.8 mmol) of sodium acetate. After stirring the white suspension for ca. 15 minutes 5.72 g (23 mmol) of N-(1,1-dimethylethyl)-2-formyl-1-methyl-1H-pyrrole-3-sulfonamide was added in one portion. The white suspension was heated at a gentle reflux overnight ca. 16 hours. The reaction mixture was cooled to room temperature and poured into 500 mL of water. The aqueous mixture was extracted wit... Starting materials: CCOCCOc1cc(C)c(-c2cccc(CNc3ccc(CCC(=O)O)c(F)c3)c2)c(C)c1, CS(=O)(=O)O, CCOCC. Yields the product CCOCCOc1cc(C)c(-c2cccc(CNc3ccc(CCC(=O)O)c(F)c3)c2)c(C)c1, CS(=O)(=O)O. As a reaction SMILES: [CH2:1]([CH3:2])[O:3][CH2:4][CH2:5][O:6][c:7]1[cH:8][c:9]([CH3:34])[c:10](-[c:14]2[cH:15][c:16]([CH2:20][NH:21][c:22]3[cH:23][c:24]([F:33])[c:25]([CH2:28][CH2:29][C:30](=[O:31])[OH:32])[cH:26][cH:27]3)[cH:17][cH:18][cH:19]2)[c:11]([CH3:13])[cH:12]1.[CH3:35][S:36]([OH:37])(=[O:38])=[O:39].[CH3:40][CH2:41][O:42][CH2:43][CH3:44]>>[CH2:1]([CH3:2])[O:3][CH2:4][CH2:5][O:6][c:7]1[cH:8][c:9]([CH3:34])[c:10](-[c:14]2[cH:15][c:16]([CH2:20][NH:21][c:22]3[cH:23][c:24]([F:33])[c:25]([CH2:28][CH2:29][C:30](=[O:31])[OH:32])[cH:26][cH:27]3)[cH:17][cH:18][cH:19]2)[c:11]([CH3:13])[cH:12]1.[CH3:35][S:36](=[O:37])(=[O:38])[OH:39]. Procedure details: Method as described for intermediate 5 using (S)-4-(4-chloro-6-(5-fluoro-2-(methylsulfonyl)phenyl)pyrimidin-2-yl)-3-methylmorpholine (intermediate 16) and 4-(3-cyclopropylureido)phenyl boronic acid pinacol ester. Material was purified by prep HPLC (low pH) to afford a brown solid, (43 mg, 17%). Product: C1(CC1)NC(=O)NC1=CC=C(C=C1)C1=NC(=NC(=C1)C1=C(C=CC(=C1)F)S(=O)(=O)C)N1[C@H](COCC1)C ((S)-1-cyclopropyl-3-(4-(6-(5-fluoro-2-(methylsulfonyl)phenyl)-2-(3-methylmorpholino)pyrimidin-4-yl)phenyl)urea). Reactants: FC=1C=C(C=NC1)C1=CC(=NC(=N1)SC)N1[C@H](COCC1)C ((S)-4-(6-(5-fluoropyridin-3-yl)-2-(methylthio)pyrimidin-4-yl)-3-methylmorpholine), C1(CC1)NC(NC1=CC=C(C=C1)B1OC(C)(C)C(C)(C)O1)=O (4-(3-cyclopropylureido)phenyl boronic acid pinacol ester), ClC1=NC(=NC(=C1)C1=C(C=CC(=C1)F)S(=O)(=O)C)N1[C@H](COCC1)C ((S)-4-(4-chloro-6-(5-fluoro-2-(methylsulfonyl)phenyl)pyrimidin-2-yl)-3-methylmorpholine), ClC1=NC(=NC(=C1)C1=C(C=CC(=C1)F)S(=O)(=O)C)N1[C@H](COCC1)C ((S)-4-(4-chloro-6-(5-fluoro-2-(methylsulfonyl)phenyl)pyrimidin-2-yl)-3-methylmorpholine). RXN SMILES: FC1C=C(C2N=C(SC)N=C(N3CCOC[C@@H]3C)C=2)C=NC=1.Cl[C:24]1[CH:29]=[C:28]([C:30]2[CH:35]=[C:34]([F:36])[CH:33]=[CH:32][C:31]=2[S:37]([CH3:40])(=[O:39])=[O:38])[N:27]=[C:26]([N:41]2[CH2:46][CH2:45][O:44][CH2:43][C@@H:42]2[CH3:47])[N:25]=1.[CH:48]1([NH:51][C:52](=[O:69])[NH:53][C:54]2[CH:59]=[CH:58][C:57](B3OC(C)(C)C(C)(C)O3)=[CH:56][CH:55]=2)[CH2:50][CH2:49]1>>[CH:48]1([NH:51][C:52]([NH:53][C:54]2[CH:59]=[CH:58][C:57]([C:24]3[CH:29]=[C:28]([C:30]4[CH:35]=[C:34]([F:36])[CH:33]=[CH:32][C:31]=4[S:37]([CH3:40])(=[O:39])=[O:38])[N:27]=[C:26]([N:41]4[CH2:46][CH2:45][O:44][CH2:43][C@@H:42]4[CH3:47])[N:25]=3)=[CH:56][CH:55]=2)=[O:69])[CH2:50][CH2:49]1. Starting materials: C(C1=CC=CC=C1)OC1=C(C=C(C(=N1)C)C=1C=CC(=C(C#N)C1)CN1CCOCC1)CC (5-(6-benzyloxy-5-ethyl-2-methylpyridin-3-yl)-2-(morpholin-4-yl)methylbenzonitrile), C(C)O (ethanol). Reagents/catalysts: [Pd] (palladium on charcoal). Run in CCOCC (ether). Conditions: time 2.5 hour. Yields the product C(C)C1=CC(=C(NC1=O)C)C=1C=CC(=C(C#N)C1)CN1CCOCC1 (5-(5-ethyl-2-methyl-6-oxo-1,6-dihydropyridin-3-yl)-2-(morpholin-4-yl)methylbenzonitrile). Yield: 76.8%. Reaction SMILES: C([O:8][C:9]1[N:14]=[C:13]([CH3:15])[C:12]([C:16]2[CH:17]=[CH:18][C:19]([CH2:24][N:25]3[CH2:30][CH2:29][O:28][CH2:27][CH2:26]3)=[C:20]([CH:23]=2)[C:21]#[N:22])=[CH:11][C:10]=1[CH2:31][CH3:32])C1C=CC=CC=1.C(O)C>[Pd].CCOCC>[CH2:31]([C:10]1[C:9](=[O:8])[NH:14][C:13]([CH3:15])=[C:12]([C:16]2[CH:17]=[CH:18][C:19]([CH2:24][N:25]3[CH2:26][CH2:27][O:28][CH2:29][CH2:30]3)=[C:20]([CH:23]=2)[C:21]#[N:22])[CH:11]=1)[CH3:32]. Reported procedure: A mixture of 5-(6-benzyloxy-5-ethyl-2-methylpyridin-3-yl)-2-(morpholin-4-yl)methylbenzonitrile (460 mg, 1.08 mmol), 5% palladium on charcoal (30 mg) and ethanol (15 mL) is stirred under an atmosphere of hydrogen. After 2.5 hr, the catalyst is separated by filtration through a pad of Hi-Flo. The filtrate is concentrated and the residue is stirred with ethereal hydrochloric acid. The solvent is removed to give a foam that is dissolved in ether and the solvent removed. This procedure is repeated tw... Starting materials: O=C(O)c1cc(Cl)cnc1Oc1ccc(F)cc1, CC(N)c1ccc(C(=O)OC(C)(C)C)cc1. Product: CC(NC(=O)c1cc(Cl)cnc1Oc1ccc(F)cc1)c1ccc(C(=O)OC(C)(C)C)cc1. As a reaction SMILES: [Cl:1][c:2]1[cH:3][n:4][c:5]([O:11][c:12]2[cH:13][cH:14][c:15]([F:18])[cH:16][cH:17]2)[c:6]([C:7](=[O:8])[OH:9])[cH:10]1.[NH2:19][CH:20]([CH3:21])[c:22]1[cH:23][cH:24][c:25]([C:26](=[O:27])[O:28][C:29]([CH3:30])([CH3:31])[CH3:32])[cH:33][cH:34]1>>[Cl:1][c:2]1[cH:3][n:4][c:5]([O:11][c:12]2[cH:13][cH:14][c:15]([F:18])[cH:16][cH:17]2)[c:6]([C:7](=[O:9])[NH:19][CH:20]([CH3:21])[c:22]2[cH:23][cH:24][c:25]([C:26](=[O:27])[O:28][C:29]([CH3:30])([CH3:31])[CH3:32])[cH:33][cH:34]2)[cH:10]1. The reactants are NC1=NC2=CC=C(C=C2C(=N1)C(=O)N1CC2=CC=CC=C2C1)C1=C(C=C(C(=C1)F)F)CO ([2-amino-6-(4,5-difluoro-2-hydroxymethylphenyl)quinazolin-4-yl]-(1,3-dihydroisoindol-2-yl)methanone), Cl (HCl), C(=O)(N1C=NC=C1)N1C=NC=C1 (1,1′-carbonyldiimidazole), C([O-])(O)=O (bicarbonate), CN(CCN)C (N,N-dimethylethylenediamine). The solvent is N1=CC=CC=C1 (pyridine), N1=CC=CC=C1 (pyridine). Run at temperature 0 celsius, time 2 hour. The product is CN(CCNC(OCC1=C(C=C(C(=C1)F)F)C=1C=C2C(=NC(=NC2=CC1)N)C(=O)N1CC2=CC=CC=C2C1)=O)C (2-[2-Amino-4-(1,3-dihydroisoindole-2-carbonyl)quinazolin-6-yl]-4,5-difluorobenzyl (2-dimethylaminoethyl)carbamate). As a reaction SMILES: [C:1]([N:8]1[CH:12]=[CH:11][N:10]=[CH:9]1)(N1C=CN=C1)=[O:2].[NH2:13][C:14]1[N:23]=[C:22]([C:24]([N:26]2[CH2:34][C:33]3[C:28](=[CH:29][CH:30]=[CH:31][CH:32]=3)[CH2:27]2)=[O:25])[C:21]2[C:16](=[CH:17][CH:18]=[C:19]([C:35]3[CH:40]=[C:39]([F:41])[C:38]([F:42])=[CH:37][C:36]=3[CH2:43][OH:44])[CH:20]=2)[N:15]=1.[CH3:45]N(C)CCN.Cl.C(=O)(O)[O-]>N1C=CC=CC=1>[CH3:45][N:10]([CH3:9])[CH2:11][CH2:12][NH:8][C:1](=[O:2])[O:44][CH2:43][C:36]1[CH:37]=[C:38]([F:42])[C:39]([F:41])=[CH:40][C:35]=1[C:19]1[CH:20]=[C:21]2[C:16](=[CH:17][CH:18]=1)[N:15]=[C:14]([NH2:13])[N:23]=[C:22]2[C:24]([N:26]1[CH2:27][C:28]2[C:33](=[CH:32][CH:31]=[CH:30][CH:29]=2)[CH2:34]1)=[O:25]. Reported procedure: 400 mg of 1,1′-carbonyldiimidazole are dissolved in 10 ml of pyridine and cooled to 0° C. A solution of 1.0 g of [2-amino-6-(4,5-difluoro-2-hydroxymethylphenyl)quinazolin-4-yl]-(1,3-dihydroisoindol-2-yl)methanone dissolved in 10 ml of pyridine is added. The mixture is subsequently stirred at 0° C. for 2 h and at 25° C. for 2 h. 300 μl of N,N-dimethylethylenediamine are then added, and the mixture is stirred at 25° C. for a further 18 h. The mixture is added to 250 ml of 1 N HCl, neutralised usin... Reactants: CCN=C=NCCCN(C)C, O=C(O)C(F)(F)F, O=C(O)c1cc(C(F)(F)F)ccc1F, NCC(=O)NC1CN(C2CCC(c3ccccc3)CC2)C1. Product: O=C(CNC(=O)c1cc(C(F)(F)F)ccc1F)NC1CN(C2CCC(c3ccccc3)CC2)C1. As a reaction SMILES: [CH3:1][CH2:2][N:3]=[C:4]=[N:5][CH2:6][CH2:7][CH2:8][N:9]([CH3:10])[CH3:11].[F:33][C:34]([F:35])([F:36])[C:37]([OH:38])=[O:39].[F:40][c:41]1[c:42]([C:43](=[O:44])[OH:45])[cH:46][c:47]([C:50]([F:51])([F:52])[F:53])[cH:48][cH:49]1.[NH2:12][CH2:13][C:14](=[O:15])[NH:16][CH:17]1[CH2:18][N:19]([CH:21]2[CH2:22][CH2:23][CH:24]([c:27]3[cH:28][cH:29][cH:30][cH:31][cH:32]3)[CH2:25][CH2:26]2)[CH2:20]1>>[NH:12]([CH2:13][C:14](=[O:15])[NH:16][CH:17]1[CH2:18][N:19]([CH:21]2[CH2:22][CH2:23][CH:24]([c:27]3[cH:28][cH:29][cH:30][cH:31][cH:32]3)[CH2:25][CH2:26]2)[CH2:20]1)[C:43]([c:42]1[c:41]([F:40])[cH:49][cH:48][c:47]([C:50]([F:51])([F:52])[F:53])[cH:46]1)=[O:44].